From a dataset of the Open Reaction Database (ORD), a public repository of structured organic reaction records. describe an organic reaction: reactants, conditions, products, and yield The reactants are N[C@@H](CC1=CNC=N1)C(=O)O (L-histidine), CC(=O)C (acetone), [H][H] (hydrogen), [H][H] (hydrogen). The reagents and catalysts are [Pd] (Pd/C). Run in C(C)O (ethanol). Yields the product N1C=NC(=C1)CC(C(=O)O)NC(C)C (3-(1H-imidazol-4-yl)-2-isopropylamino-propionic acid). Yield: 37.1%. RXN SMILES: [NH2:1][C@H:2]([C:9]([OH:11])=[O:10])[CH2:3][C:4]1[N:8]=[CH:7][NH:6][CH:5]=1.[CH3:12][C:13]([CH3:15])=O.[H][H]>C(O)C.[Pd]>[NH:6]1[CH:5]=[C:4]([CH2:3][CH:2]([NH:1][CH:13]([CH3:15])[CH3:12])[C:9]([OH:11])=[O:10])[N:8]=[CH:7]1. Reported procedure: A mixture of L-histidine (15.51 g, 100 mmol) and acetone (14.7 mL, 200 mmol) was agitated in an atmosphere of hydrogen (pressure, 46-51 psi) at 40° C. in 500 mL ethanol in the presence of Pd/C (20%, 2 g) until the absorption of hydrogen had ceased. The mixture was filtered, and the filtrate was concentrated to dryness under reduced pressure. The white solid thus obtained was triturated with ethanol and dried under vacuum to give 7.31 g (37%) of the title compound as a white solid. The reactants are NN (hydrazine), C(C)(=O)O[C@@]1(C(OCC=2C(N3CC=4C(=NC=5C=6C4N(C(=NC6C=CC5)CNC(=O)OC(C)(C)C)CCCCC)C3=CC21)=O)=O)CC ((9S)-9-acetoxy-2-(t-butoxycarbonylamino)methyl-9-ethyl-1-pentyl-1H,12H-pyrano[3″,4″:6′,7′]indolizino[1′,2′:6,5]pyrido[4,3,2-de]quinazoline-10,13(9H,15H)-dione), Cl (hydrochloric acid). Solvent: CO (methanol). Conditions: time 1 hour. Product: C(C)(C)(C)OC(=O)NCC1=NC=2C=CC=C3C2C(N1CCCCC)=C1C(=N3)C3=CC2=C(C(N3C1)=O)COC([C@]2(O)CC)=O ((9S)-2-(t-butoxycarbonylamino)methyl-9-ethyl-9-hydroxy-1-pentyl-1H,12H-pyrano[3″,4″:6′,7′]indolizino[1′,2′:6,5]pyrido[4,3,2-de]quinazoline-10,13(9H,15H)-dione). The yield is 63.1%. RXN SMILES: C([O:4][C@@:5]1([CH2:45][CH3:46])[C:42]2[CH:41]=[C:40]3[N:11]([CH2:12][C:13]4[C:14]3=[N:15][C:16]3[C:17]5[C:18]=4[N:19]([CH2:35][CH2:36][CH2:37][CH2:38][CH3:39])[C:20]([CH2:26][NH:27][C:28]([O:30][C:31]([CH3:34])([CH3:33])[CH3:32])=[O:29])=[N:21][C:22]=5[CH:23]=[CH:24][CH:25]=3)[C:10](=[O:43])[C:9]=2[CH2:8][O:7][C:6]1=[O:44])(=O)C.NN.Cl>CO>[C:31]([O:30][C:28]([NH:27][CH2:26][C:20]1[N:19]([CH2:35][CH2:36][CH2:37][CH2:38][CH3:39])[C:18]2=[C:13]3[CH2:12][N:11]4[C:40](=[CH:41][C:42]5[C@:5]([CH2:45][CH3:46])([OH:4])[C:6](=[O:44])[O:7][CH2:8][C:9]=5[C:10]4=[O:43])[C:14]3=[N:15][C:16]3[C:17]2=[C:22]([CH:23]=[CH:24][CH:25]=3)[N:21]=1)=[O:29])([CH3:32])([CH3:33])[CH3:34]. Reported procedure: To a solution of (9S)-9-acetoxy-2-(t-butoxycarbonylamino)methyl-9-ethyl-1-pentyl-1H,12H-pyrano[3″,4″:6′,7′]indolizino[1′,2′:6,5]pyrido[4,3,2-de]quinazoline-10,13(9H,15H)-dione (56 mg, 0.089 mmol) in methanol (2 ml) cooled in an ice-bath was added anhydrous hydrazine (50 μl) and the mixture was stirred for 1 hr. at room temperature. Concentrated hydrochloric acid solution (0.3 ml) was added dropwise to the reaction mixture with cooling in an ice-bath, and the mixture was stirred for 1 hr. at room... Starting materials: NC1=C(C=C(C=C1)N)[N+](=O)[O-] (2,5-diaminonitrobenzene), C([O-])(O)=O.[Na+] (sodium bicarbonate), ClC(=O)OC(C)C (isopropyl chloroformate). The solvent is O (water). Reaction conditions: time 3 hour. Yields the product C(C)(C)OC(=O)NC1=CC(=C(N)C=C1)[N+](=O)[O-] (4-isopropoxycarbonylamino-2-nitroaniline). The yield is 96.1%. Reaction SMILES: [NH2:1][C:2]1[CH:7]=[CH:6][C:5]([NH2:8])=[CH:4][C:3]=1[N+:9]([O-:11])=[O:10].C(=O)(O)[O-].[Na+].Cl[C:18]([O:20][CH:21]([CH3:23])[CH3:22])=[O:19]>O>[CH:21]([O:20][C:18]([NH:8][C:5]1[CH:6]=[CH:7][C:2]([NH2:1])=[C:3]([N+:9]([O-:11])=[O:10])[CH:4]=1)=[O:19])([CH3:23])[CH3:22] |f:1.2|. Procedure: A stirred suspension of 2,5-diaminonitrobenzene (60 g.) in a solution of sodium bicarbonate (49.4 g) in water (780 ml) at 10° C. was treated dropwise with isopropyl chloroformate (48 g) and the mixture was stirred at room temperature for 3 hours. The crude brown solid was filtered off, washed well with water and dried to give 4-isopropoxycarbonylamino-2-nitroaniline (90.0 g), m.p. 158°-160° C., which was used in the next stage of the synthesis without further purification being necessary. Recrys... Starting materials: C(#N)CC1=C(C=C(C=C1)C=1C=NN(C1OC)C1=NC=C(C(=O)NCCCOC)C=C1)F (6-(4-(4-(cyanomethyl)-3-fluorophenyl)-5-methoxy-1H-pyrazol-1-yl)-N-(3-methoxypropyl)nicotinamide), [Cl-].[Li+] (lithium chloride). Run in CC(=O)N(C)C (DMA), CS(=O)C (DMSO). Yields the product C(#N)CC1=C(C=C(C=C1)C=1C=NN(C1O)C1=NC=C(C(=O)NCCCOC)C=C1)F (6-(4-(4-(cyanomethyl)-3-fluorophenyl)-5-hydroxy-1H-pyrazol-1-yl)-N-(3-methoxypropyl)nicotinamide). The yield is 57.2%. As a reaction SMILES: [C:1]([CH2:3][C:4]1[CH:9]=[CH:8][C:7]([C:10]2[CH:11]=[N:12][N:13]([C:17]3[CH:30]=[CH:29][C:20]([C:21]([NH:23][CH2:24][CH2:25][CH2:26][O:27][CH3:28])=[O:22])=[CH:19][N:18]=3)[C:14]=2[O:15]C)=[CH:6][C:5]=1[F:31])#[N:2].[Cl-].[Li+]>CC(N(C)C)=O.CS(C)=O>[C:1]([CH2:3][C:4]1[CH:9]=[CH:8][C:7]([C:10]2[CH:11]=[N:12][N:13]([C:17]3[CH:30]=[CH:29][C:20]([C:21]([NH:23][CH2:24][CH2:25][CH2:26][O:27][CH3:28])=[O:22])=[CH:19][N:18]=3)[C:14]=2[OH:15])=[CH:6][C:5]=1[F:31])#[N:2] |f:1.2|. Procedure: Combined 6-(4-(4-(cyanomethyl)-3-fluorophenyl)-5-methoxy-1H-pyrazol-1-yl)-N-(3-methoxypropyl)nicotinamide (27 mg, 0.064 mmol) and lithium chloride (27.0 mg, 0.638 mmol) in DMA (1.0 mL) and heated at 60° C. for 24 h. The reaction mixture was diluted with 0.2 mL DMSO and purified by prep HPLC (formic acid conditions) to give the title compound (15 mg, 57.5% yield) as an off-white solid. 1H NMR (400 MHz, DMSO-d6) δ ppm 1.79 (quin, J=6.7 Hz, 2H) 3.25 (s, 3H) 3.30-3.37 (m, 2H) 3.40 (t, J=6.3 Hz, 2H) ... The reactants are C(C)C1=C(C=C(S1)C(C)=O)C1=CC=CC=C1 (1-(5-ethyl-4-phenyl-thiophen-2-yl)-ethanone), ClC=1C=C(C=O)C=C(C1O)OC (3-chloro-4-hydroxy-5-methoxybenzaldehyde). Solvent: C(C)O (ethanol), Cl (HCl), C(C)(C)O (isopropanol), O (water). Run at time 18 hour. Yields the product ClC=1C=C(C=C(C1O)OC)CCC(=O)C=1SC(=C(C1)C1=CC=CC=C1)CC (3-(3-chloro-4-hydroxy-5-methoxy-phenyl)-1-(5-ethyl-4-phenyl-thiophen-2-yl)-propan-1-one). Isolated yield 59.7%. RXN SMILES: [CH2:1]([C:3]1[S:7][C:6]([C:8](=[O:10])[CH3:9])=[CH:5][C:4]=1[C:11]1[CH:16]=[CH:15][CH:14]=[CH:13][CH:12]=1)[CH3:2].[Cl:17][C:18]1[CH:19]=[C:20]([CH:23]=[C:24]([O:27][CH3:28])[C:25]=1[OH:26])[CH:21]=O>C(O)C.Cl.C(O)(C)C.O>[Cl:17][C:18]1[CH:19]=[C:20]([CH2:21][CH2:9][C:8]([C:6]2[S:7][C:3]([CH2:1][CH3:2])=[C:4]([C:11]3[CH:16]=[CH:15][CH:14]=[CH:13][CH:12]=3)[CH:5]=2)=[O:10])[CH:23]=[C:24]([O:27][CH3:28])[C:25]=1[OH:26]. Procedure: A solution of 1-(5-ethyl-4-phenyl-thiophen-2-yl)-ethanone (200 mg, 0.869 mmol) and 3-chloro-4-hydroxy-5-methoxybenzaldehyde (194 mg, 1.04 mmol) in ethanol (2 mL) and 5 N HCl in isopropanol (1 mL) is stirred at rt for 18 h. The dark green solution is diluted with water and extracted with EA. The organic extract is evaporated, dissolved in methanol (5 mL) and THF (5 mL) and treated with Pd/C (150 mg, 10% Pd). The slurry is hydrogenated under 1.8 bar of H2 for 18 h. The mixture is filtered over cel... Starting materials: CC(C)([O-])C.[K+] (potassium tert-butoxide), FC1=CC=C(C=C1)[N+](=O)[O-] (4-fluoronitrobenzene), NC1=NC=CC=C1C (2-amino-3-methylpyridine), C(=O)([O-])[O-].[K+].[K+] (K2CO3). The solvent is CN1C(CCC1)=O (N-methylpyrrolidinone), O (water). Reaction conditions: temperature 60 celsius, time 6 hour. Product: CC1=CC=CC(=N1)NC1=CC=C(C=C1)[N+](=O)[O-] (6-methyl-N-(4-nitrophenyl)pyrid-2-amine). Isolated yield 22.2%. As a reaction SMILES: F[C:2]1[CH:7]=[CH:6][C:5]([N+:8]([O-:10])=[O:9])=[CH:4][CH:3]=1.[NH2:11][C:12]1[C:17](C)=[CH:16][CH:15]=[CH:14][N:13]=1.[C:19]([O-])([O-])=O.[K+].[K+].CC(C)([O-])C.[K+]>O.CN1CCCC1=O>[CH3:19][C:14]1[N:13]=[C:12]([NH:11][C:2]2[CH:7]=[CH:6][C:5]([N+:8]([O-:10])=[O:9])=[CH:4][CH:3]=2)[CH:17]=[CH:16][CH:15]=1 |f:2.3.4,5.6|. Procedure details: 0.3 g of 4-fluoronitrobenzene, 0.46 g of 2-amino-3-methylpyridine, and 0.353 g of K2CO3 were added to a solution of 2.5 ml of N-methylpyrrolidinone. The reaction medium was heated at 60° C. for 1 hour and 0.239 g of potassium tert-butoxide was then added. Heating was then continued for 6 hours and, after cooling to room temperature, the reaction medium was then poured into a water and ice mixture. The yellow precipitate formed was filtered off, reslurried in water and then dried over P2O5. 0.108... Starting materials: ClC1=C(C=CC=C1)C=1C(=CC=2N(N1)C(=NN2)C(=O)NCC2=CC=C(C=C2)C(F)(F)F)C2=CC=C(C=C2)Cl (6-(2-chlorophenyl)-7-(4-chlorophenyl)-N-(4-(trifluoromethyl) benzyl)-[1,2,4]triazolo[4,3-b]pyridazine-3-carboxamide), [H-].[Na+] (sodium hydride), IC (iodomethane). Solvent: CCOC(=O)C (EtOAc), CN(C)C=O (DMF). Run at time 5 minute. Yields the product ClC1=C(C=CC=C1)C=1C(=CC=2N(N1)C(=NN2)C(=O)N(CC2=CC=C(C=C2)C(F)(F)F)C)C2=CC=C(C=C2)Cl (6-(2-chlorophenyl)-7-(4-chlorophenyl)-N-methyl-N-(4-(trifluoromethyl)benzyl)-[1,2,4]triazolo[4,3-b]pyridazine-3-carboxamide). Yield: 66.0%. As a reaction SMILES: [Cl:1][C:2]1[CH:7]=[CH:6][CH:5]=[CH:4][C:3]=1[C:8]1[C:9]([C:31]2[CH:36]=[CH:35][C:34]([Cl:37])=[CH:33][CH:32]=2)=[CH:10][C:11]2[N:12]([C:14]([C:17]([NH:19][CH2:20][C:21]3[CH:26]=[CH:25][C:24]([C:27]([F:30])([F:29])[F:28])=[CH:23][CH:22]=3)=[O:18])=[N:15][N:16]=2)[N:13]=1.[H-].[Na+].I[CH3:41]>CN(C=O)C.CCOC(C)=O>[Cl:1][C:2]1[CH:7]=[CH:6][CH:5]=[CH:4][C:3]=1[C:8]1[C:9]([C:31]2[CH:32]=[CH:33][C:34]([Cl:37])=[CH:35][CH:36]=2)=[CH:10][C:11]2[N:12]([C:14]([C:17]([N:19]([CH3:41])[CH2:20][C:21]3[CH:26]=[CH:25][C:24]([C:27]([F:28])([F:29])[F:30])=[CH:23][CH:22]=3)=[O:18])=[N:15][N:16]=2)[N:13]=1 |f:1.2|. Reported procedure: To a solution of 6-(2-chlorophenyl)-7-(4-chlorophenyl)-N-(4-(trifluoromethyl) benzyl)-[1,2,4]triazolo[4,3-b]pyridazine-3-carboxamide Example 34) (22 mg, 0.041 mmol) in anhydrous DMF at room temperature was added sodium hydride (6.5 mg, 0.164 mmol). The resulting suspension was stirred at room temperature for 5 min, then iodomethane (25 μL, 0.4 mmol) was added. The reaction mixture was stirred at room temperature for 1 h. The mixture was diluted with EtOAc (30 mL), washed with water, saturated aq... Reactants: C(C)(C)[N-]C(C)C.[Li+] (lithium diisopropylamide), C(C)#N (acetonitrile), enolate, C(C)(C)(C)OC(=O)N[C@H](C=O)CC1CCCCC1 (2(S)-t-butyloxycarbonylamino-3-cyclohexylpropanal). Solvent: O1CCCC1 (tetrahydrofuran), O1CCCC1 (tetrahydrofuran). Run at temperature -78 celsius, time 15 minute. Product: O[C@@H](CC#N)[C@H](CC1CCCCC1)NC(=O)OC(C)(C)C ((3S,4S)-3-Hydroxy-4-t-butyloxycarbonylamino-5-cyclohexylpentane nitrile). Isolated yield 40.8%. As a reaction SMILES: C([N-]C(C)C)(C)C.[Li+].[C:9](#[N:11])[CH3:10].[C:12]([O:16][C:17]([NH:19][C@@H:20]([CH2:23][CH:24]1[CH2:29][CH2:28][CH2:27][CH2:26][CH2:25]1)[CH:21]=[O:22])=[O:18])([CH3:15])([CH3:14])[CH3:13]>O1CCCC1>[OH:22][C@H:21]([C@@H:20]([NH:19][C:17]([O:16][C:12]([CH3:15])([CH3:14])[CH3:13])=[O:18])[CH2:23][CH:24]1[CH2:29][CH2:28][CH2:27][CH2:26][CH2:25]1)[CH2:10][C:9]#[N:11] |f:0.1|. Procedure: To a solution of lithium diisopropylamide (4.40 mmol) in dry tetrahydrofuran (4 mL) at -78° C. was added acetonitrile (0.25 mL, 4.4 mmol). To this enolate suspension was added 2(S)-t-butyloxycarbonylamino-3-cyclohexylpropanal (0.76 g, 2.98 mmol) in tetrahydrofuran (5 mL) pre-cooled to -78° C. After stirring for 15 minutes, the mixture was quenched with 2M HCl (5.0 mL), and extracted with ether which was dried over MgSO4 and evaporated. Flash chromatography on silica gel with ethyl acetate/hexane...